Dataset: the Open Reaction Database (ORD), a public repository of structured organic reaction records. Task: describe an organic reaction: reactants, conditions, products, and yield The reactants are CCOC(=O)C(C)=Cc1ccccc1, ClCCl, [Ir]. The product is CCOC(=O)C(C)Cc1ccccc1. As a reaction SMILES: [CH3:1][C:2]([C:3](=[O:4])[O:5][CH2:6][CH3:7])=[CH:8][c:9]1[cH:10][cH:11][cH:12][cH:13][cH:14]1.[Cl:16][CH2:17][Cl:18].[Ir:15]>>[CH3:1][CH:2]([C:3](=[O:4])[O:5][CH2:6][CH3:7])[CH2:8][c:9]1[cH:10][cH:11][cH:12][cH:13][cH:14]1.